From a dataset of the Open Reaction Database (ORD), a public repository of structured organic reaction records. describe an organic reaction: reactants, conditions, products, and yield The reactants are C(C)(=O)OCC(CC(=O)OCC)=O (Ethyl 4-(acetyloxy)-3-oxobutanoate), BrC=1C=C(C=O)C=CC1F (3-bromo-4-fluorobenzaldehyde), NC1=CC(NN1C)=O (5-amino-1-methyl-1,2-dihydropyrazol-3-one). Run in C(C)O (ethyl alcohol). Conditions: temperature 80 celsius. Yields the product C(C)(=O)OCC1=C(C(C2=C(N1)N(NC2=O)C)C2=CC(=C(C=C2)F)Br)C(=O)OCC (ethyl 6-[(acetyloxy)methyl]-4-(3-bromo-4-fluorophenyl)-1-methyl-3-oxo-2,3,4,7-tetrahydro-1H-pyrazolo[3,4-b]pyridine-5-carboxylate). Yield: 21.4%. RXN SMILES: [C:1]([O:4][CH2:5][C:6](=O)[CH2:7][C:8]([O:10][CH2:11][CH3:12])=[O:9])(=[O:3])[CH3:2].[Br:14][C:15]1[CH:16]=[C:17]([CH:20]=[CH:21][C:22]=1[F:23])[CH:18]=O.[NH2:24][C:25]1[N:29]([CH3:30])[NH:28][C:27](=[O:31])[CH:26]=1>C(O)C>[C:1]([O:4][CH2:5][C:6]1[NH:24][C:25]2[N:29]([CH3:30])[NH:28][C:27](=[O:31])[C:26]=2[CH:18]([C:17]2[CH:20]=[CH:21][C:22]([F:23])=[C:15]([Br:14])[CH:16]=2)[C:7]=1[C:8]([O:10][CH2:11][CH3:12])=[O:9])(=[O:3])[CH3:2]. Procedure details: Ethyl 4-(acetyloxy)-3-oxobutanoate (0.19 g, 1 mmol), prepared as described in (S. Husband, W. Fraser, C. J. Suckling, H. C. Wood, Tetrahedron, (1995) 51(3), 865), 3-bromo-4-fluorobenzaldehyde (0.2 g, 1 mmol) and 5-amino-1-methyl-1,2-dihydropyrazol-3-one (0.11 g, 1 mmol) in ethyl alcohol (3 mL) were heated at 80° C. for 24 hours in a sealed tube. The reaction mixture was evaporated under reduced pressure and chromatographed on silica gel eluting with 5% ethanol/methylene chloride to provide 0.1 g... Starting materials: C(=O)(OCC)C1(CC1)SCC1=CC=C(C=C1)OC (1-(carboethoxy)-1-(4-methoxybenzylthio)cyclopropane), O.[OH-].[Li+] (lithium hydroxide monohydrate). Solvent: C(C)O (ethanol), O (water), O1CCCC1 (tetrahydrofuran). Yields the product C(=O)(O)C1(CC1)SCC1=CC=C(C=C1)OC (1-(carboxy)-1-(4-methoxybenzylthio)cyclopropane). Isolated yield 96.2%. Reaction SMILES: [C:1]([C:6]1([S:9][CH2:10][C:11]2[CH:16]=[CH:15][C:14]([O:17][CH3:18])=[CH:13][CH:12]=2)[CH2:8][CH2:7]1)([O:3]CC)=[O:2].O.[OH-].[Li+]>C(O)C.O.O1CCCC1>[C:1]([C:6]1([S:9][CH2:10][C:11]2[CH:12]=[CH:13][C:14]([O:17][CH3:18])=[CH:15][CH:16]=2)[CH2:8][CH2:7]1)([OH:3])=[O:2] |f:1.2.3|. Procedure details: Dissolve 1-(carboethoxy)-1-(4-methoxybenzylthio)cyclopropane (0.310 g, 1.16 mmol) in 95% ethanol (6 mL), water (3 mL), and tetrahydrofuran (6 mL). Treat with lithium hydroxide monohydrate (420 mg, 10 mmol). Stir at a gentle reflux for 6 hours and evaporate the solvent in vacuo. Add water (50 mL) and wash with ether (50 mL). Acidify the aqueous phase and extract into methylene chloride (50 mL). Dry (Na2SO4) and evaporate the solvent in vacuo to give 1-(carboxy)-1-(4-methoxybenzylthio)cyclopropane... Starting materials: [OH-].[Na+] (sodium hydroxide), C(=O)C1=C(OCC=2C=C(C(=O)OC)C=CC2)C=CC=C1O (Methyl 3-(2-formyl-3-hydroxyphenoxy)methylbenzoate), Cl (hydrochloric acid). The solvent is O (water), C(C)O (ethanol). Yields the product C(=O)C1=C(OCC=2C=C(C(=O)O)C=CC2)C=CC=C1O (3-(2-formyl-3-hydroxyphenoxy)methylbenzoic acid). Reaction SMILES: [CH:1]([C:3]1[C:20]([OH:21])=[CH:19][CH:18]=[CH:17][C:4]=1[O:5][CH2:6][C:7]1[CH:8]=[C:9]([CH:14]=[CH:15][CH:16]=1)[C:10]([O:12]C)=[O:11])=[O:2].[OH-].[Na+].Cl>C(O)C.O>[CH:1]([C:3]1[C:20]([OH:21])=[CH:19][CH:18]=[CH:17][C:4]=1[O:5][CH2:6][C:7]1[CH:8]=[C:9]([CH:14]=[CH:15][CH:16]=1)[C:10]([OH:12])=[O:11])=[O:2] |f:1.2|. Reported procedure: Methyl 3-(2-formyl-3-hydroxyphenoxy)methylbenzoate (Example 18) (500 mg, 0.00175 M) was dissolved in ethanol (5 ml) and 1 N sodium hydroxide solution (5 ml) and stirred at room temperature (21/2 hr). The solution was diluted with water and acidified with concentrated hydrochloric acid with cooling and the solid produced filtered off and washed with water to give 3-(2-formyl-3-hydroxyphenoxy)methylbenzoic acid, m.p. 209°-211° C. from ethanol/water. Reactants: CS(C)=O, Clc1cnc(Cl)c(Cl)c1, [Na+], [OH-], Oc1ccc(O)cc1, c1ccncc1. Yields the product Oc1ccc(Oc2ncc(Cl)cc2Cl)cc1. Reaction SMILES: [CH3:26][S:27]([CH3:28])=[O:29].[Cl:1][c:2]1[n:3][cH:4][c:5]([Cl:9])[cH:6][c:7]1[Cl:8].[Na+:25].[OH-:24].[OH:16][c:17]1[cH:18][cH:19][c:20]([OH:21])[cH:22][cH:23]1.[cH:10]1[cH:11][cH:12][n:13][cH:14][cH:15]1>>[c:2]1([O:16][c:17]2[cH:18][cH:19][c:20]([OH:21])[cH:22][cH:23]2)[n:3][cH:4][c:5]([Cl:9])[cH:6][c:7]1[Cl:8]. Reactants: C(CCCC)C1C(CCC1C(C(C)=O)C(=O)OCC)=O (2-n-pentyl-3-(1-carbethoxy-2-oxopropyl)-1-cyclopentanone). Run in O (water). The product is C(CCCC)C1C(CCC1CC(C)=O)=O (2-n-pentyl-3-(2-oxopropyl)-1-cyclopentanone). Yield: 86.9%. Reaction SMILES: [CH2:1]([CH:6]1[CH:10]([CH:11](C(OCC)=O)[C:12](=[O:14])[CH3:13])[CH2:9][CH2:8][C:7]1=[O:20])[CH2:2][CH2:3][CH2:4][CH3:5]>O>[CH2:1]([CH:6]1[CH:10]([CH2:11][C:12](=[O:14])[CH3:13])[CH2:9][CH2:8][C:7]1=[O:20])[CH2:2][CH2:3][CH2:4][CH3:5]. Procedure: 513 g of 2-n-pentyl-3-(1-carbethoxy-2-oxopropyl)-1-cyclopentanone were mixed in an autoclave with an equal weight of water. The autoclave was then purged of the air which it contained, closed and heated up to a temperature of 140°-150° C for 2 hours. After cooling, extraction, washing and distillation, there was obtained 332 g of 2-n-pentyl-3-(2-oxopropyl)-1-cyclopentanone (yield = 90.6%) having nD20 = 1.432 and d420 = 0.961. Starting materials: NCCNC(=O)C=1SC=CC1NC1=C2C(=NC=C1)NC=C2 (3-(1H-Pyrrolo[2,3-b]pyridin-4-ylamino)-thiophene-2-carboxylic acid (2-amino-ethyl)-amide), COC=1C=C(CN)C=CC1 (3-methoxybenzylamine). Product: COC=1C=C(CNC(=O)C=2SC=CC2NC2=C3C(=NC=C2)NC=C3)C=CC1 (3-(1H-Pyrrolo[2,3-b]pyridin-4-ylamino)-thiophene-2-carboxylic acid 3-methoxybenzylamide). Reaction SMILES: N[CH2:2][CH2:3][NH:4][C:5]([C:7]1[S:8][CH:9]=[CH:10][C:11]=1[NH:12][C:13]1[CH:18]=[CH:17][N:16]=[C:15]2[NH:19][CH:20]=[CH:21][C:14]=12)=[O:6].[CH3:22][O:23][C:24]1[CH:25]=C([CH:29]=[CH:30][CH:31]=1)CN>>[CH3:22][O:23][C:24]1[CH:25]=[C:2]([CH:29]=[CH:30][CH:31]=1)[CH2:3][NH:4][C:5]([C:7]1[S:8][CH:9]=[CH:10][C:11]=1[NH:12][C:13]1[CH:18]=[CH:17][N:16]=[C:15]2[NH:19][CH:20]=[CH:21][C:14]=12)=[O:6]. Procedure details: This compound was prepared in an analogous manner as 3-(1H-Pyrrolo[2,3-b]pyridin-4-ylamino)-thiophene-2-carboxylic acid (2-amino-ethyl)-amide using 3-methoxybenzylamine instead of tert-butyl-2-amino ethyl carbamate. LCMS (ESI) 379 (M+H) 1H NMR (400 MHz, DMSO-d6) δ ppm 11.52 (1H, br. s.) 10.48 (1H, br. s.) 10.24 (1H, br. s.) 8.17 (1H, br. s.) 8.02 (1H, d, J=5.47 Hz) 7.79 (1H, d, J=5.27 Hz) 7.44-7.54 (1H, m) 7.31 (1H, d, J=2.73 Hz) 6.82 (1H, br. s.) 6.41 (1H, br. s.) 3.93 (1H, br. s.) 3.39 (1H, br... Starting materials: CCOC(=O)C1(Cc2cccc(Nc3ccnn3C(C)(C)C)n2)CCNCC1, O=C([O-])O, CCN=C=NCCCN(C)C, ClC(Cl)Cl, O=C(O)c1cccc(Cl)c1F, Cl, [Na+], O, Oc1cccc2[nH]nnc12. Yields the product CCOC(=O)C1(Cc2cccc(Nc3ccnn3C(C)(C)C)n2)CCN(C(=O)c2cccc(Cl)c2F)CC1. As a reaction SMILES: [C:1]([CH3:2])([CH3:3])([CH3:4])[n:5]1[n:6][cH:7][cH:8][c:9]1[NH:10][c:11]1[cH:12][cH:13][cH:14][c:15]([CH2:17][C:18]2([C:24](=[O:25])[O:26][CH2:27][CH3:28])[CH2:19][CH2:20][NH:21][CH2:22][CH2:23]2)[n:16]1.[C:63](=[O:64])([OH:65])[O-:66].[CH3:52][N:53]([CH3:54])[CH2:55][CH2:56][CH2:57][N:58]=[C:59]=[N:60][CH2:61][CH3:62].[CH:68]([Cl:69])([Cl:70])[Cl:71].[Cl:29][c:30]1[c:31]([F:39])[c:32]([C:33](=[O:34])[OH:35])[cH:36][cH:37][cH:38]1.[ClH:51].[Na+:67].[OH2:40].[OH:41][c:42]1[c:43]2[n:44][n:45][nH:46][c:47]2[cH:48][cH:49][cH:50]1>>[C:1]([CH3:2])([CH3:3])([CH3:4])[n:5]1[n:6][cH:7][cH:8][c:9]1[NH:10][c:11]1[cH:12][cH:13][cH:14][c:15]([CH2:17][C:18]2([C:24](=[O:25])[O:26][CH2:27][CH3:28])[CH2:19][CH2:20][N:21]([C:33]([c:32]3[c:31]([F:39])[c:30]([Cl:29])[cH:38][cH:37][cH:36]3)=[O:34])[CH2:22][CH2:23]2)[n:16]1. As a reaction SMILES: C(OC([CH2:11][NH:12][C@H:13]1[CH2:38][CH2:37][C@:15]2([O:19][CH2:18][C@H:17]([C:20]3[CH:25]=[C:24]([N:26]4[CH:30]=[CH:29][N:28]=[C:27]4[C:31]([F:34])([F:33])[F:32])[CH:23]=[CH:22][C:21]=3[O:35][CH3:36])[CH2:16]2)[C@@H:14]1[C:39]1[CH:44]=[CH:43][C:42]([F:45])=[CH:41][CH:40]=1)=O)C1C=CC=CC=1>C(O)C.C(O)(=O)C.[OH-].[Pd+2].[OH-]>[CH3:11][NH:12][C@H:13]1[CH2:38][CH2:37][C@:15]2([O:19][CH2:18][C@H:17]([C:20]3[CH:25]=[C:24]([N:26]4[CH:30]=[CH:29][N:28]=[C:27]4[C:31]([F:33])([F:34])[F:32])[CH:23]=[CH:22][C:21]=3[O:35][CH3:36])[CH2:16]2)[C@@H:14]1[C:39]1[CH:44]=[CH:43][C:42]([F:45])=[CH:41][CH:40]=1 |f:3.4.5|. Product: CN[C@@H]1[C@H]([C@]2(C[C@H](CO2)C2=C(C=CC(=C2)N2C(=NC=C2)C(F)(F)F)OC)CC1)C1=CC=C(C=C1)F (N-methyl((3S,5R,6R,7S)-6-(4-fluorophenyl)-3-(2-methoxy-5-(2-(trifluoromethyl)imidazol-1-yl)phenyl)-1-oxaspiro[4.4]non-7-yl)amine). Reported procedure: (3S,5R,6R,7S)-7-(N-(Benzyloxycarbonyl)methylamino)-6-(4-fluorophenyl)-3-(2-methoxy-5-(2-(trifluoromethyl)imidazol-1-yl)phenyl)-1-oxaspiro[4.4]nonane (7.0 mg, 0.011 mmol) in 0.30 mL of ethanol and 0.24 mL of acetic acid was hydrogenated on the Parr shaker at 47 psi, using 2.3 mg of 20% palladium(II) hydroxide on carbon. After 3 h, the mixture was filtered through 0.45 micron filter and the filtrate was evaporated. The residue was taken in 2.0 mL of ethyl acetate and washed with 1.0 mL of saturate... Starting materials: C(C1=CC=CC=C1)OC(=O)CN[C@@H]1[C@H]([C@]2(C[C@H](CO2)C2=C(C=CC(=C2)N2C(=NC=C2)C(F)(F)F)OC)CC1)C1=CC=C(C=C1)F ((3S,5R,6R,7S)-7-(N-(Benzyloxycarbonyl)methylamino)-6-(4-fluorophenyl)-3-(2-methoxy-5-(2-(trifluoromethyl)imidazol-1-yl)phenyl)-1-oxaspiro[4.4]nonane). Reagents/catalysts: [OH-].[Pd+2].[OH-] (palladium(II) hydroxide). Reaction conditions: time 3 hour. Solvent: C(C)O (ethanol), C(C)(=O)O (acetic acid).